Task: describe an organic reaction: reactants, conditions, products, and yield. Dataset: the Open Reaction Database (ORD), a public repository of structured organic reaction records Starting materials: ClC1=C(C=C(C=C1)[C@@H]1O[C@@H]([C@H]([C@@H]([C@H]1O)O)O)SCC)CC1=CC=C(C=C1)OCC ((2S,3R,4R,5S,6R)-2-[4-chloro-3-(4-ethoxy-benzyl)-phenyl]-6-ethylsulfanyl-tetrahydro-pyran-3,4,5-triol), OO (H2O2). Run in CC(=O)O (AcOH). Run at time 2 hour. The product is ClC1=C(C=C(C=C1)[C@@H]1O[C@@H]([C@H]([C@@H]([C@H]1O)O)O)S(=O)CC)CC1=CC=C(C=C1)OCC ((2S,3R,4R,5S,6R)-2-[4-chloro-3-(4-ethoxy-benzyl)-phenyl]-6-ethanesulfinyl-tetrahydro-pyran-3,4,5-triol). Reaction SMILES: [Cl:1][C:2]1[CH:7]=[CH:6][C:5]([C@H:8]2[C@H:13]([OH:14])[C@@H:12]([OH:15])[C@H:11]([OH:16])[C@@H:10]([S:17][CH2:18][CH3:19])[O:9]2)=[CH:4][C:3]=1[CH2:20][C:21]1[CH:26]=[CH:25][C:24]([O:27][CH2:28][CH3:29])=[CH:23][CH:22]=1.[OH:30]O>CC(O)=O>[Cl:1][C:2]1[CH:7]=[CH:6][C:5]([C@H:8]2[C@H:13]([OH:14])[C@@H:12]([OH:15])[C@H:11]([OH:16])[C@@H:10]([S:17]([CH2:18][CH3:19])=[O:30])[O:9]2)=[CH:4][C:3]=1[CH2:20][C:21]1[CH:22]=[CH:23][C:24]([O:27][CH2:28][CH3:29])=[CH:25][CH:26]=1. Procedure: To a solution of compound from step A (10 mg, 0.023 mmol) in AcOH (0.5 ml) was added H2O2 (35 wt % solution in H2O, 3 mg, 0.092 mmol, 9 μl). The mixture was stirred at ambient temperature for 2 hours before being concentrated under vacuum. Purification of the mixture by silica gel chromatography (5% MeOH/CH2Cl2) afforded (2S,3R,4R,5S,6R)-2-[4-chloro-3-(4-ethoxy-benzyl)-phenyl]-6-ethanesulfinyl-tetrahydro-pyran-3,4,5-triol (as a mixture of diastereomers at sulfur) (2 mg, 19%) and (2S,3R,4R,5S,6R)...